describe an organic reaction: reactants, conditions, products, and yield From a dataset of the Open Reaction Database (ORD), a public repository of structured organic reaction records. The reactants are C(C)C1=NC2=NC=NC(=C2N1)C1=C(C=C(C=C1C)C)C (8-ethyl-6-(2,4,6-trimethylphenyl)purine), [H-].[Na+] (sodium hydride), BrCCCC (bromobutane). The solvent is C(C)(=O)OCC (ethyl acetate). Run at time 1 hour. Yields the product C(CCC)N1C2=NC=NC(=C2N=C1CC)C1=C(C=C(C=C1C)C)C (9-Butyl-8-ethyl-6-(2,4,6-trimethylphenyl)purine). Yield: 26.7%. As a reaction SMILES: [CH2:1]([C:3]1[NH:11][C:10]2[C:5](=[N:6][CH:7]=[N:8][C:9]=2[C:12]2[C:17]([CH3:18])=[CH:16][C:15]([CH3:19])=[CH:14][C:13]=2[CH3:20])[N:4]=1)[CH3:2].[H-].[Na+].Br[CH2:24][CH2:25][CH2:26][CH3:27]>C(OCC)(=O)C>[CH2:24]([N:4]1[C:3]([CH2:1][CH3:2])=[N:11][C:10]2[C:5]1=[N:6][CH:7]=[N:8][C:9]=2[C:12]1[C:17]([CH3:18])=[CH:16][C:15]([CH3:19])=[CH:14][C:13]=1[CH3:20])[CH2:25][CH2:26][CH3:27] |f:1.2|. Procedure details: A solution of 8-ethyl-6-(2,4,6-trimethylphenyl)purine (200 mg, 0.75 mmol) in anhydrous dimethylfomamide (5 mL) was cooled to 0° C., and treated with sodium hydride dispersion in mineral oil (72 mg 50% w/w, 1.50 mmol). After 1 hour, bromobutane (0.10 mL, 0.90 mmol) was added by syringe, and the mixture was allowed to stir for 12 hours. It was poured into ethyl acetate (120 mL), and was washed with water (3×120 mL) and brine (100 mL). The aqueous layers were back-extracted in sequence with ethyl a... Starting materials: C(C)(=O)N[C@H]1CNCC1 ((3R)-(+)-3-acetamidopyrrolidine), O1CCOC2=C1C=CC(=C2)SC2=C(C=C(C=C2)C2=CC=NC=C2)C(F)(F)F (4-(4-(2,3-dihydro-benzo(1,4)dioxin-6-ylsulfanyl)-3-trifluoromethyl-phenyl)-pyridine), OC1CNCC1 (3-hydroxypyrrolidine). Yields the product title compound, O1CCOC2=C1C=CC(=C2)SC2=C(C=C(C=C2)C2=CC(=NC=C2)N2CC(CC2)NC(C)=O)C(F)(F)F (N-(1-(4-(4-(2,3-Dihydro-benzo(1,4)dioxin-6-ylsulfanyl)-3-trifluoromethyl-phenyl)-pyridin-2-yl)-pyrrolidin-3-yl)-acetamide). Reaction SMILES: [O:1]1[C:6]2[CH:7]=[CH:8][C:9]([S:11][C:12]3[CH:17]=[CH:16][C:15]([C:18]4[CH:23]=[CH:22][N:21]=[CH:20][CH:19]=4)=[CH:14][C:13]=3[C:24]([F:27])([F:26])[F:25])=[CH:10][C:5]=2[O:4][CH2:3][CH2:2]1.OC1CCNC1.[C:34]([NH:37][C@@H:38]1[CH2:42][CH2:41][NH:40][CH2:39]1)(=[O:36])[CH3:35]>>[O:1]1[C:6]2[CH:7]=[CH:8][C:9]([S:11][C:12]3[CH:17]=[CH:16][C:15]([C:18]4[CH:19]=[CH:20][N:21]=[C:22]([N:40]5[CH2:41][CH2:42][CH:38]([NH:37][C:34](=[O:36])[CH3:35])[CH2:39]5)[CH:23]=4)=[CH:14][C:13]=3[C:24]([F:25])([F:26])[F:27])=[CH:10][C:5]=2[O:4][CH2:3][CH2:2]1. Procedure: The title compound was prepared according to the procedures of Example 38E, substituting compound 76 with compound 118 (0.033 g, 0.0779 mmol) and 3-hydroxypyrrolidine with (3R)-(+)-3-acetamidopyrrolidine. A yellow solid 123 was obtained (0.0397 g, 78%). 1H-NMR (CDCl3, 400 MHz) δ 2.03 (s, 3H), 2.25-2.31 (m, 1H), 2.34-2.42 (m, 1H), 3.80-3.90 (m, 3H), 4.02-4.11 (m, 1H), 4.28-4.34 (m, 4H), 4.63-4.68 (m, 1H), 6.78 (s, 1H), 6.93-6.97 (m, 2H), 7.05 (dd, J=2.2 Hz, 8.4 Hz, 1H), 7.09-7.13 (m, 2H), 7.18 (b... Reactants: COCCN(CCOC)C(=O)CN1CCNCC1, CCOc1ccsc1C1=NC(c2ccc(Cl)cc2)C(c2ccc(Cl)cc2)N1C(=O)N1CCN(CC(=O)NC(C)(C)C)CC1, Cl, Cl. Yields the product CCOc1ccsc1C1=NC(c2ccc(Cl)cc2)C(c2ccc(Cl)cc2)N1C(=O)N1CCN(CC(=O)N(CCOC)CCOC)CC1. Reaction SMILES: [CH3:46][O:47][CH2:48][CH2:49][N:50]([C:51]([CH2:52][N:53]1[CH2:54][CH2:55][NH:56][CH2:57][CH2:58]1)=[O:59])[CH2:60][CH2:61][O:62][CH3:63].[Cl:1][c:2]1[cH:3][cH:4][c:5]([CH:8]2[N:9]=[C:10]([c:36]3[s:37][cH:38][cH:39][c:40]3[O:41][CH2:42][CH3:43])[N:11]([C:20](=[O:21])[N:22]3[CH2:23][CH2:24][N:25]([CH2:26][C:27]([NH:28][C:29]([CH3:30])([CH3:31])[CH3:32])=[O:33])[CH2:34][CH2:35]3)[CH:12]2[c:13]2[cH:14][cH:15][c:16]([Cl:19])[cH:17][cH:18]2)[cH:6][cH:7]1.[ClH:44].[ClH:45]>>[Cl:1][c:2]1[cH:3][cH:4][c:5]([CH:8]2[N:9]=[C:10]([c:36]3[s:37][cH:38][cH:39][c:40]3[O:41][CH2:42][CH3:43])[N:11]([C:20](=[O:21])[N:56]3[CH2:55][CH2:54][N:53]([CH2:52][C:51]([N:50]([CH2:49][CH2:48][O:47][CH3:46])[CH2:60][CH2:61][O:62][CH3:63])=[O:59])[CH2:58][CH2:57]3)[CH:12]2[c:13]2[cH:14][cH:15][c:16]([Cl:19])[cH:17][cH:18]2)[cH:6][cH:7]1. Reactants: C1CCOC1, [Li]CCCC, CSC(SC)SC, O=Cc1ccccc1-c1ccc2[nH]c(COc3ccc(C(F)(F)F)cc3)nc2c1. Yields the product CSC(SC)(SC)C(O)c1ccccc1-c1ccc2[nH]c(COc3ccc(C(F)(F)F)cc3)nc2c1. As a reaction SMILES: [CH2:42]1[O:43][CH2:44][CH2:45][CH2:46]1.[CH2:8]([Li:9])[CH2:10][CH2:11][CH3:12].[CH3:1][S:2][CH:3]([S:4][CH3:5])[S:6][CH3:7].[F:13][C:14]([c:15]1[cH:16][cH:17][c:18]([O:19][CH2:20][c:21]2[n:22][c:23]3[c:24]([nH:25]2)[cH:26][cH:27][c:28](-[c:30]2[c:31]([CH:32]=[O:33])[cH:34][cH:35][cH:36][cH:37]2)[cH:29]3)[cH:38][cH:39]1)([F:40])[F:41]>>[CH3:1][S:2][C:3]([S:4][CH3:5])([S:6][CH3:7])[CH:32]([c:31]1[c:30](-[c:28]2[cH:27][cH:26][c:24]3[c:23]([n:22][c:21]([CH2:20][O:19][c:18]4[cH:17][cH:16][c:15]([C:14]([F:13])([F:40])[F:41])[cH:39][cH:38]4)[nH:25]3)[cH:29]2)[cH:37][cH:36][cH:35][cH:34]1)[OH:33]. Reactants: C1CCOC1, C=C[Mg+], [Cl-], Cl, O=C(c1ccccc1)c1ccc(-c2ccccc2)cc1. Yields the product ClCC=C(c1ccccc1)c1ccc(-c2ccccc2)cc1. As a reaction SMILES: [CH2:26]1[O:27][CH2:28][CH2:29][CH2:30]1.[CH:22](=[CH2:23])[Mg+:24].[Cl-:21].[ClH:25].[c:1]1(-[c:15]2[cH:16][cH:17][cH:18][cH:19][cH:20]2)[cH:2][cH:3][c:4]([C:7](=[O:8])[c:9]2[cH:10][cH:11][cH:12][cH:13][cH:14]2)[cH:5][cH:6]1>>[c:1]1(-[c:15]2[cH:16][cH:17][cH:18][cH:19][cH:20]2)[cH:2][cH:3][c:4]([C:7]([c:9]2[cH:10][cH:11][cH:12][cH:13][cH:14]2)=[CH:23][CH2:22][Cl:21])[cH:5][cH:6]1. Reactants: C(O)([O-])=O.[Cs+] (Cesium hydrogencarbonate), C(C)(C)(C)OC(=O)N[C@H](C(=O)O)CC1=CC(=C(C=C1)OCC1=CC=CC=C1)OCC1=CC=CC=C1 ((2S)-2-[(tert-butoxy)carbonylamino]-3-[3,4-bis(phenylmethoxy)phenyl]propionic acid). The solvent is O (water), C(C)#N (acetonitrile). Conditions: time 10 minute. Product: [Cs+].C(C)(C)(C)OC(=O)N[C@H](C(=O)[O-])CC1=CC(=C(C=C1)OCC1=CC=CC=C1)OCC1=CC=CC=C1 ((2S)-2-[(tert-butoxy)carbonylamino]-3-[3,4-bis(phenylmethoxy)phenyl]propionic acid cesium salt). As a reaction SMILES: C(=O)([O-])O.[Cs+:5].[C:6]([O:10][C:11]([NH:13][C@@H:14]([CH2:18][C:19]1[CH:24]=[CH:23][C:22]([O:25][CH2:26][C:27]2[CH:32]=[CH:31][CH:30]=[CH:29][CH:28]=2)=[C:21]([O:33][CH2:34][C:35]2[CH:40]=[CH:39][CH:38]=[CH:37][CH:36]=2)[CH:20]=1)[C:15]([OH:17])=[O:16])=[O:12])([CH3:9])([CH3:8])[CH3:7]>O.C(#N)C>[Cs+:5].[C:6]([O:10][C:11]([NH:13][C@@H:14]([CH2:18][C:19]1[CH:24]=[CH:23][C:22]([O:25][CH2:26][C:27]2[CH:32]=[CH:31][CH:30]=[CH:29][CH:28]=2)=[C:21]([O:33][CH2:34][C:35]2[CH:40]=[CH:39][CH:38]=[CH:37][CH:36]=2)[CH:20]=1)[C:15]([O-:17])=[O:16])=[O:12])([CH3:9])([CH3:7])[CH3:8] |f:0.1,5.6|. Procedure: Cesium hydrogencarbonate (194 mg, 1 mmol) was added to a solution of (2S)-2-[(tert-butoxy)carbonylamino]-3-[3,4-bis(phenylmethoxy)phenyl]propionic acid (297 mg, 1 mmol) in 5 mL water and 5 mL acetonitrile. The resulting mixture was stirred at room temperature for 10 minutes, then frozen and lyophilized to yield (2S)-2-[(tert-butoxy)carbonylamino]-3-[3,4-bis(phenylmethoxy)phenyl]propionic acid cesium salt as a white solid, which was used in the next reaction without further purification.